This data is from the Open Reaction Database (ORD), a public repository of structured organic reaction records. The task is: describe an organic reaction: reactants, conditions, products, and yield Starting materials: S(=O)(=O)(O)O.NC(=N)N (guanidine sulfate), C([O-])([O-])=O.[Na+].[Na+] (sodium carbonate), CC(CC(C)=O)=O (2,4-pentanedione). Run in O (water), O (water). Run at temperature 100 celsius, time 8 hour. Yields the product NC1=NC(=CC(=N1)C)C (2-Amino-4,6-dimethylpyrimidine). RXN SMILES: S(O)(O)(=O)=O.[NH2:6][C:7]([NH2:9])=[NH:8].C(=O)([O-])[O-].[Na+].[Na+].[CH3:16][C:17](=O)[CH2:18][C:19](=O)[CH3:20]>O>[NH2:8][C:7]1[N:9]=[C:19]([CH3:20])[CH:18]=[C:17]([CH3:16])[N:6]=1 |f:0.1,2.3.4|. Procedure details: To a stirred solution containing 4.00 g (37.0 mmol) of guanidine sulfate and 8.40 g (79.3 mmol) of sodium carbonate in 25 mL of water were added 6.00 mL (58.1 mmol) of 2,4-pentanedione. The reaction mixture was stirred at 100° C. overnight. The reaction mixture was poured into 150 mL of water and then extracted with two 150-mL portions of dichloromethane. The combined organic phase was washed with 150 mL of brine, dried (MgSO4) and then concentrated under diminished pressure to afford the expect... Reactants: C(C)C1=CC2=C(N(C(NC2=O)=O)CC2=CC=C(C=C2)C=2C(=CC=CC2)C#N)S1 (4′-[(6-ethyl-2,4-dioxo-3,4-dihydrothieno[2,3-d]pyrimidin-1(2H)-yl)methyl]biphenyl-2-carbonitrile), BrCC(=O)C1=CC(=C(C=C1)OC)OC (2-bromo-1-(3,4-dimethoxyphenyl)ethanone), CN(C=O)C (N,N-dimethylformamide), [H-].[Na+] (sodium hydride). Solvent: C(C)(=O)OCC (ethyl acetate). Run at time 2 hour. The product is COC=1C=C(C=CC1OC)C(CN1C(N(C2=C(C1=O)C=C(S2)CC)CC2=CC=C(C=C2)C=2C(=CC=CC2)C#N)=O)=O (4′-{[3-[2-(3,4-dimethoxyphenyl)-2-oxoethyl]-6-ethyl-2,4-dioxo-3,4-dihydrothieno[2,3-d]pyrimidin-1(2H)-yl]methyl}biphenyl-2-carbonitrile). Isolated yield 85.6%. As a reaction SMILES: [CH2:1]([C:3]1[S:28][C:6]2[N:7]([CH2:13][C:14]3[CH:19]=[CH:18][C:17]([C:20]4[C:21]([C:26]#[N:27])=[CH:22][CH:23]=[CH:24][CH:25]=4)=[CH:16][CH:15]=3)[C:8](=[O:12])[NH:9][C:10](=[O:11])[C:5]=2[CH:4]=1)[CH3:2].Br[CH2:30][C:31]([C:33]1[CH:38]=[CH:37][C:36]([O:39][CH3:40])=[C:35]([O:41][CH3:42])[CH:34]=1)=[O:32].CN(C)C=O.[H-].[Na+]>C(OCC)(=O)C>[CH3:42][O:41][C:35]1[CH:34]=[C:33]([C:31](=[O:32])[CH2:30][N:9]2[C:10](=[O:11])[C:5]3[CH:4]=[C:3]([CH2:1][CH3:2])[S:28][C:6]=3[N:7]([CH2:13][C:14]3[CH:19]=[CH:18][C:17]([C:20]4[C:21]([C:26]#[N:27])=[CH:22][CH:23]=[CH:24][CH:25]=4)=[CH:16][CH:15]=3)[C:8]2=[O:12])[CH:38]=[CH:37][C:36]=1[O:39][CH3:40] |f:3.4|. Procedure: To a mixture of 4′-[(6-ethyl-2,4-dioxo-3,4-dihydrothieno[2,3-d]pyrimidin-1(2H)-yl)methyl]biphenyl-2-carbonitrile (1 g), 2-bromo-1-(3,4-dimethoxyphenyl)ethanone (0.8 g) and N,N-dimethylformamide (25 mL) was added 60% sodium hydride (0.16 g), and the mixture was stirred at room temperature for 2 hr. The reaction mixture was diluted with ethyl acetate, washed with 5% potassium hydrogensulfate and then saturated brine, and dried over anhydrous magnesium sulfate. The solvent was evaporated under redu...